This data is from the Open Reaction Database (ORD), a public repository of structured organic reaction records. The task is: describe an organic reaction: reactants, conditions, products, and yield Reactants: ClC1=CC=C(C=C1)NC(C1=C(C=CC(=C1)Cl)NC(=O)C=1SC=C(C1Cl)CCl)=O (N-(4-chlorophenyl)-2-[((4-(chloromethyl)-3-chlorothiophen-2-yl)carbonyl)amino]-5-chlorobenzamide), N1C=NC=C1.[Na] (sodium imidazole). Solvent: CN(C)C=O (DMF). Yields the product ClC1=CC=C(C=C1)NC(C1=C(C=CC(=C1)Cl)NC(=O)C=1SC=C(C1Cl)CN1C=NC=C1)=O (N-(4-chlorophenyl)-2-[((3-chloro-4-((imidazol-1-yl)methyl)thiophen-2-yl)carbonyl)amino]-5-chlorobenzamide). Reaction SMILES: [Cl:1][C:2]1[CH:7]=[CH:6][C:5]([NH:8][C:9](=[O:28])[C:10]2[CH:15]=[C:14]([Cl:16])[CH:13]=[CH:12][C:11]=2[NH:17][C:18]([C:20]2[S:21][CH:22]=[C:23]([CH2:26]Cl)[C:24]=2[Cl:25])=[O:19])=[CH:4][CH:3]=1.[NH:29]1[CH:33]=[CH:32][N:31]=[CH:30]1.[Na]>CN(C=O)C>[Cl:1][C:2]1[CH:3]=[CH:4][C:5]([NH:8][C:9](=[O:28])[C:10]2[CH:15]=[C:14]([Cl:16])[CH:13]=[CH:12][C:11]=2[NH:17][C:18]([C:20]2[S:21][CH:22]=[C:23]([CH2:26][N:29]3[CH:33]=[CH:32][N:31]=[CH:30]3)[C:24]=2[Cl:25])=[O:19])=[CH:6][CH:7]=1 |f:1.2,^1:33|. Reported procedure: In a manner similar to that described in Paragraph A above, N-(4-chlorophenyl)-2-[((4-(chloromethyl)-3-chlorothiophen-2-yl)carbonyl)amino]-5-chlorobenzamide (0.30 g, 0.64 mmol) reacted with sodium imidazole (0.17 g, 1.9 mmol) in DMF (10 mL) to afford N-(4-chlorophenyl)-2-[((3-chloro-4-((imidazol-1-yl)methyl)thiophen-2-yl)carbonyl)amino]-5-chlorobenzamide. Purification by HPLC on a C18 Dynamax column with acetonitrile in water gradient with 0.1% trifluoroacetic acid afforded two products: The ear...